From a dataset of the Open Reaction Database (ORD), a public repository of structured organic reaction records. describe an organic reaction: reactants, conditions, products, and yield Starting materials: C(=O)C1=CC=C(C(=O)OC(C)(C)C)C=C1 (t-butyl p-formylbenzoate), [Cl-].[NH4+] (ammonium chloride), CC(C)([O-])C.[K+] (Potassium t-butoxide), C(C)OP(=O)(OCC)CC(=O)OCC (ethyl diethylphosphonoacetate). Solvent: C1CCOC1 (THF), C1CCOC1 (THF). Run at time 30 minute. Product: C(C)(C)(C)OC(=O)C1=CC=C(C=C1)C(C(=O)OCC)=C (ethyl 4-(t-butoxycarbonyl)phenylacrylate). Reaction SMILES: [CH3:1]C(C)([O-])C.[K+].C(OP([CH2:15][C:16]([O:18][CH2:19][CH3:20])=[O:17])(OCC)=O)C.C([C:23]1[CH:35]=[CH:34][C:26]([C:27]([O:29][C:30]([CH3:33])([CH3:32])[CH3:31])=[O:28])=[CH:25][CH:24]=1)=O.[Cl-].[NH4+]>C1COCC1>[C:30]([O:29][C:27]([C:26]1[CH:34]=[CH:35][C:23]([C:15](=[CH2:1])[C:16]([O:18][CH2:19][CH3:20])=[O:17])=[CH:24][CH:25]=1)=[O:28])([CH3:33])([CH3:31])[CH3:32] |f:0.1,4.5|. Procedure details: Potassium t-butoxide (8.4 g, 0.075 mol) was added to a solution of ethyl diethylphosphonoacetate (19 ml, 0.075 mol) in THF (200 ml) and the obtained mixture was stirred at room temperature for 30 minutes, followed by the addition of a solution of t-butyl p-formylbenzoate (10.3 g, 50 mmol) in THF (20 ml). The obtained mixture was stirred at room temperature for 30 minutes and poured into a saturated aqueous solution of ammonium chloride. The obtained mixture was extracted with ether. The organic ...